Dataset: the Open Reaction Database (ORD), a public repository of structured organic reaction records. Task: describe an organic reaction: reactants, conditions, products, and yield Reactants: C#CC(C)(C)C, COCCOC, [Cu]I, [K+], [K+], N#Cc1c(N)cccc1Br, O=C([O-])[O-], O, c1ccc(P(c2ccccc2)(c2ccccc2)[Pd](P(c2ccccc2)(c2ccccc2)c2ccccc2)(P(c2ccccc2)(c2ccccc2)c2ccccc2)P(c2ccccc2)(c2ccccc2)c2ccccc2)cc1. Yields the product CC(C)(C)C#Cc1cccc(N)c1C#N. As a reaction SMILES: [CH3:11][C:12]([C:13]#[CH:14])([CH3:15])[CH3:16].[CH3:23][O:24][CH2:25][CH2:26][O:27][CH3:28].[Cu:30][I:31].[K+:17].[K+:18].[NH2:1][c:2]1[c:3]([C:4]#[N:5])[c:6]([Br:10])[cH:7][cH:8][cH:9]1.[O-:19][C:20]([O-:21])=[O:22].[OH2:29].[cH:32]1[cH:33][cH:34][c:35]([P:36]([Pd:37]([P:38]([c:39]2[cH:40][cH:41][cH:42][cH:43][cH:44]2)([c:45]2[cH:46][cH:47][cH:48][cH:49][cH:50]2)[c:51]2[cH:52][cH:53][cH:54][cH:55][cH:56]2)([P:57]([c:58]2[cH:59][cH:60][cH:61][cH:62][cH:63]2)([c:64]2[cH:65][cH:66][cH:67][cH:68][cH:69]2)[c:70]2[cH:71][cH:72][cH:73][cH:74][cH:75]2)[P:76]([c:77]2[cH:78][cH:79][cH:80][cH:81][cH:82]2)([c:83]2[cH:84][cH:85][cH:86][cH:87][cH:88]2)[c:89]2[cH:90][cH:91][cH:92][cH:93][cH:94]2)([c:95]2[cH:96][cH:97][cH:98][cH:99][cH:100]2)[c:101]2[cH:102][cH:103][cH:104][cH:105][cH:106]2)[cH:107][cH:108]1>>[NH2:1][c:2]1[c:3]([C:4]#[N:5])[c:6]([C:14]#[C:13][C:12]([CH3:11])([CH3:15])[CH3:16])[cH:7][cH:8][cH:9]1. Reactants: C1CCOC1, O=C(c1c(O)c2cc([N+](=O)[O-])cc3c2n(c1=O)CCO3)N1CCc2ccccc21, O=[Pt]. The product is Nc1cc2c3c(c1)c(O)c(C(=O)N1CCc4ccccc41)c(=O)n3CCO2. As a reaction SMILES: [O:30]1[CH2:31][CH2:32][CH2:33][CH2:34]1.[OH:1][c:2]1[c:3]([C:19](=[O:20])[N:21]2[CH2:22][CH2:23][c:24]3[cH:25][cH:26][cH:27][cH:28][c:29]32)[c:4](=[O:18])[n:5]2[c:10]3[c:9]([cH:14][c:13]([N+:15]([O-:16])=[O:17])[cH:12][c:11]13)[O:8][CH2:7][CH2:6]2.[Pt:35]=[O:36]>>[OH:1][c:2]1[c:3]([C:19](=[O:20])[N:21]2[CH2:22][CH2:23][c:24]3[cH:25][cH:26][cH:27][cH:28][c:29]32)[c:4](=[O:18])[n:5]2[c:10]3[c:9]([cH:14][c:13]([NH2:15])[cH:12][c:11]13)[O:8][CH2:7][CH2:6]2. Reactants: C1(CCCCC1)C1=CC=C(C(=O)CCC(=O)O)C=C1 (3-(4-cyclohexylbenzoyl)propionic acid), Cl(=O)(=O)(=O)O (perchloric acid). The reagents and catalysts are [C].[Pd] (palladium carbon). Run in C(C)(=O)O (acetic acid). Product: C1(CCCCC1)C1=CC=C(C=C1)CCCC(=O)O (4-(4-cyclohexylphenyl)butyric acid). Yield: 102.7%. As a reaction SMILES: [CH:1]1([C:7]2[CH:19]=[CH:18][C:10]([C:11]([CH2:13][CH2:14][C:15]([OH:17])=[O:16])=O)=[CH:9][CH:8]=2)[CH2:6][CH2:5][CH2:4][CH2:3][CH2:2]1.Cl(O)(=O)(=O)=O>[C].[Pd].C(O)(=O)C>[CH:1]1([C:7]2[CH:8]=[CH:9][C:10]([CH2:11][CH2:13][CH2:14][C:15]([OH:17])=[O:16])=[CH:18][CH:19]=2)[CH2:2][CH2:3][CH2:4][CH2:5][CH2:6]1 |f:2.3|. Procedure: A solution of 3-(4-cyclohexylbenzoyl)propionic acid (10.7 g), acetic acid (100 ml) and perchloric acid (2.3 ml) was hydrogenated in the presence of 5% palladium carbon (50% wet, 3.0g) at room temperature under ordinary pressure. After removal of the catalyst by filtration, the filtrate was concentrated under reduced pressure. After water (100 ml) was added, the residue was extracted with ethyl acetate. The ethyl acetate layer was washed with water and brine, and dried (MgSO4), after which the so... Reactants: BrC1=CC2=C(N=C(S2)NC(=O)NCC)C=C1 (1-(6-bromo-2-benzothiazolyl)-3-ethylurea), CN (methylamine), C=O (formaldehyde), CN1CCOCC1 (N-methyl morpholine). Run in O (water), C(C)O (ethanol). Yields the product BrC1=CC2=C(N=C(S2)N2C(N(CN(C2)C)CC)=O)C=C1 (1-(6-Bromo-1,3-benzothiazol-2-yl)-3-ethyl-5-methyl-1,3,5-triazinan-2-one). The yield is 88.0%. Reaction SMILES: [Br:1][C:2]1[CH:16]=[CH:15][C:5]2[N:6]=[C:7]([NH:9][C:10]([NH:12][CH2:13][CH3:14])=[O:11])[S:8][C:4]=2[CH:3]=1.CN.C=O.[CH3:21][N:22]1[CH2:27]COC[CH2:23]1>O.C(O)C>[Br:1][C:2]1[CH:16]=[CH:15][C:5]2[N:6]=[C:7]([N:9]3[CH2:23][N:22]([CH3:27])[CH2:21][N:12]([CH2:13][CH3:14])[C:10]3=[O:11])[S:8][C:4]=2[CH:3]=1. Procedure details: A mixture of 1-(6-bromo-2-benzothiazolyl)-3-ethylurea, methylamine, formaldehyde, and N-methyl morpholine in a mixed solvent of ethanol and water was reacted to give the desired compound 1.56 g (88%). Reactants: C(C1=CC=CC=C1)N(C(C(CC12C3=CC=CC=C3C(C=3C=CC=CC13)C2)Br)=O)CCO (α-bromo-β(9,10-dihydro-9,10-methano-9-anthryl)propionic acid N-benzyl-N-hydroxyethylamide), [H-].[Na+] (sodium hydride). Run in C1=CC=CC=C1 (benzene). Run at time 7 hour. The product is C(C1=CC=CC=C1)N1C(C(OCC1)CC12C3=CC=CC=C3C(C=3C=CC=CC13)C2)=O (9-(4-benzyl-3-oxo-2-morpholinylmethyl)-9,10-dihydro-9,10-methanoanthracene). Reaction SMILES: [CH2:1]([N:8]([CH2:29][CH2:30][OH:31])[C:9](=[O:28])[CH:10](Br)[CH2:11][C:12]12[CH2:26][CH:19]([C:20]3[CH:21]=[CH:22][CH:23]=[CH:24][C:25]=31)[C:18]1[C:13]2=[CH:14][CH:15]=[CH:16][CH:17]=1)[C:2]1[CH:7]=[CH:6][CH:5]=[CH:4][CH:3]=1.[H-].[Na+]>C1C=CC=CC=1>[CH2:1]([N:8]1[CH2:29][CH2:30][O:31][CH:10]([CH2:11][C:12]23[CH2:26][CH:19]([C:20]4[CH:21]=[CH:22][CH:23]=[CH:24][C:25]=42)[C:18]2[C:13]3=[CH:14][CH:15]=[CH:16][CH:17]=2)[C:9]1=[O:28])[C:2]1[CH:7]=[CH:6][CH:5]=[CH:4][CH:3]=1 |f:1.2|. Reported procedure: A mixture of α-bromo-β(9,10-dihydro-9,10-methano-9-anthryl)propionic acid N-benzyl-N-hydroxyethylamide (1.25 g) and 65.4% sodium hydride (oily dispersion, 0.19 g) in dry benzene was stirred at room temperature for 7 hours. The reaction mixture was washed with water, dried over anhydrous sodium sulfate and evaporated to dryness to give 9-(4-benzyl-3-oxo-2-morpholinylmethyl)-9,10-dihydro-9,10-methanoanthracene, M.P. 155° - 156° C. Reaction SMILES: [NH:1]1[CH:5]=[CH:4][N:3]=[CH:2]1.[NH2:6][C:7]1[CH:12]=[C:11](Cl)[CH:10]=[CH:9][C:8]=1[N+:14]([O-:16])=[O:15].C(=O)([O-])[O-].[K+].[K+]>CN(C)C=O>[NH2:6][C:7]1[CH:12]=[C:11]([N:1]2[CH:5]=[CH:4][N:3]=[CH:2]2)[CH:10]=[CH:9][C:8]=1[N+:14]([O-:16])=[O:15] |f:2.3.4|. Starting materials: N1C=NC=C1 (imidazole), NC1=C(C=CC(=C1)Cl)[N+](=O)[O-] (2-amino4-chloronitrobenzene), C([O-])([O-])=O.[K+].[K+] (potassium carbonate). Solvent: CN(C=O)C (dimethylformamide). Yields the product NC=1C=C(C=CC1[N+](=O)[O-])N1C=NC=C1 (1-(3-Amino-4-nitrophenyl)imidazole). Reported procedure: 240 mmol of imidazole, 240 mmol of 2-amino4-chloronitrobenzene and 240 mmol of potassium carbonate in 450 ml of dimethylformamide (DMF) are stirred in a 1 litre round-bottomed flask. The mixture is maintained at 130° C. with stirring for 48 hours. After the DMF has been removed by evaporation, the residue is taken up in water. The precipitate that forms is filtered off and then washed with water. It is then dissolved in 550 ml of 1N hydrochloric acid. After insoluble material has been filtered o... Reaction conditions: temperature 130 celsius, time 48 hour. Starting materials: ClC1=CC=C(C=C1)C1=CC(=C(S1)C(=O)OC)N=CN(C)C (methyl 5-(4-chlorophenyl)-3-((dimethylamino)methylene-amino)-thiophene-2-carboxylate), NC1=CC(=C(OCC(=O)OC(C)(C)C)C=C1)OC (tert-butyl 2-(4-amino-2-methoxy-phenoxy)acetate). The product is ClC1=CC=C(C=C1)C1=CC=2N=CN(C(C2S1)=O)C1=CC(=C(OCC(=O)OC(C)(C)C)C=C1)OC (tert-Butyl 2-(4-(6-(4-chlorophenyl)-4-oxothieno[3,2-d]pyrimidin-3(4H)-yl)-2-methoxyphenoxy)acetate). Yield: 34.0%. As a reaction SMILES: [Cl:1][C:2]1[CH:7]=[CH:6][C:5]([C:8]2[S:12][C:11]([C:13]([O:15]C)=O)=[C:10]([N:17]=[CH:18][N:19]([CH3:21])C)[CH:9]=2)=[CH:4][CH:3]=1.NC1[CH:37]=[CH:36][C:26]([O:27][CH2:28][C:29]([O:31][C:32]([CH3:35])([CH3:34])[CH3:33])=[O:30])=[C:25]([O:38][CH3:39])[CH:24]=1>>[Cl:1][C:2]1[CH:3]=[CH:4][C:5]([C:8]2[S:12][C:11]3[C:13](=[O:15])[N:19]([C:21]4[CH:37]=[CH:36][C:26]([O:27][CH2:28][C:29]([O:31][C:32]([CH3:35])([CH3:33])[CH3:34])=[O:30])=[C:25]([O:38][CH3:39])[CH:24]=4)[CH:18]=[N:17][C:10]=3[CH:9]=2)=[CH:6][CH:7]=1. Reported procedure: Condensation of methyl 5-(4-chlorophenyl)-3-((dimethylamino)methylene-amino)-thiophene-2-carboxylate (740 mg) and tert-butyl 2-(4-amino-2-methoxy-phenoxy)acetate Part C (581 mg) as described in Example 1 yielded the title compound 388 mg (34%). 1H NMR (CDCl3) δ 1.50 (s, 9H), 3.92 (s, 3H), 4.65 (s, 2H), 6.91 (br s, 2H), 6.99 (br s, 1H), 7.44 (d, J=8.24 Hz, 2H), 7.53 (s, 1H), 7.65 (d, J=8.25 Hz, 2H), 8.14 (s, 1H); 13C NMR (CDCl3) δ 28.04, 56.21, 66.57, 82.58, 111.28, 113.76, 118.98, 120.86, 123.21... The reactants are C(=O)([O-])[O-].[Ca+2] (CaCO3), FC(C(=O)NC(CC1=CC(=CC=C1)OC)C)(F)F (N-trifluoroacetyl-1-(3-methoxyphenyl)-2-propylamine), ICl (ICl). Run in CO (methanol), CO (methanol). Run at time 8 hour. Product: FC(C(=O)NC(CC1=C(C=CC(=C1)OC)I)C)(F)F (N-Trifluoroacetyl-1-(2-iodo-5-methoxyphenyl)-2-propylamine). Yield: 110.6%. Reaction SMILES: [F:1][C:2]([F:18])([F:17])[C:3]([NH:5][CH:6]([CH3:16])[CH2:7][C:8]1[CH:13]=[CH:12][CH:11]=[C:10]([O:14][CH3:15])[CH:9]=1)=[O:4].C([O-])([O-])=O.[Ca+2].[I:24]Cl>CO>[F:1][C:2]([F:17])([F:18])[C:3]([NH:5][CH:6]([CH3:16])[CH2:7][C:8]1[CH:9]=[C:10]([O:14][CH3:15])[CH:11]=[CH:12][C:13]=1[I:24])=[O:4] |f:1.2|. Procedure: A solution of N-trifluoroacetyl-1-(3-methoxyphenyl)-2-propylamine (4.29 g, 15.7 mmol) in methanol (100 mL) was cooled to −78 C and treated with CaCO3 (3.17 g, 31.4 mmol), followed by a solution of ICl (6.37 g, 39.3 mmol) in methanol (50 mL). The reaction was allowed to warm to 20 C while stirring overnight. The product mixture was filtered, concentrated, dissolved in EtOAc (200 mL), washed twice with 5% aqueous sodium bisulfate (100 mL), once with brine (100 mL), dried with Na2SO4 and concentrat... The reactants are O (Water), COC(=O)C=1N=C(SC1)NC([C@H](CC1=CC=CC=C1)NC(C(C1=CC(=C(C=C1)OC)C)N)=O)=O (2-{(S)-2-[2-amino-2-(4-methoxy-3-methyl-phenyl)-acetylamino]-3-phenyl-propionylamino}-thiazole-4-carboxylic acid methyl ester), C(C)(C)N(CC)C(C)C (diisopropylethylamine), O=C(OC(Cl)(Cl)Cl)Cl (diphosgene). The solvent is ClCCl (dichloromethane), ClCCl (dichloromethane). The yield is 69.0%. Reaction conditions: temperature -10 celsius, time 0.5 hour. Reaction SMILES: [CH3:1][O:2][C:3]([C:5]1[N:6]=[C:7]([NH:10][C:11](=[O:34])[C@@H:12]([NH:20][C:21](=[O:33])[CH:22]([NH2:32])[C:23]2[CH:28]=[CH:27][C:26]([O:29][CH3:30])=[C:25]([CH3:31])[CH:24]=2)[CH2:13][C:14]2[CH:19]=[CH:18][CH:17]=[CH:16][CH:15]=2)[S:8][CH:9]=1)=[O:4].C(N(C(C)C)CC)(C)C.[O:44]=[C:45](Cl)OC(Cl)(Cl)Cl.O>ClCCl>[CH3:1][O:2][C:3]([C:5]1[N:6]=[C:7]([NH:10][C:11](=[O:34])[C@@H:12]([N:20]2[C:21](=[O:33])[CH:22]([C:23]3[CH:28]=[CH:27][C:26]([O:29][CH3:30])=[C:25]([CH3:31])[CH:24]=3)[NH:32][C:45]2=[O:44])[CH2:13][C:14]2[CH:15]=[CH:16][CH:17]=[CH:18][CH:19]=2)[S:8][CH:9]=1)=[O:4]. Yields the product COC(=O)C=1N=C(SC1)NC([C@H](CC1=CC=CC=C1)N1C(NC(C1=O)C1=CC(=C(C=C1)OC)C)=O)=O (2-{(S)-2-[4-(4-methoxy-3-methyl-phenyl)-2,5-dioxo-imidazolidin-1-yl]-3-phenyl-propionylamino}-thiazole-4-carboxylic acid methyl ester), foam. Procedure: A solution of 2-{(S)-2-[2-amino-2-(4-methoxy-3-methyl-phenyl)-acetylamino]-3-phenyl-propionylamino}-thiazole-4-carboxylic acid methyl ester (0.40 g , 0.83 mmol) and diisopropylethylamine (0.72 mL, 4.14 mmol) in dichloromethane (20 mL) was added to a solution of diphosgene (0.07 mL, 0.58 mmol) in dichloromethane (20 mL) at −10° C. The mixture was stirred at −10° C. for 0.5 hours. Water was added to quench the reaction, then the mixture was extracted with ethyl acetate. The organic layer was separ...